Dataset: the Open Reaction Database (ORD), a public repository of structured organic reaction records. Task: describe an organic reaction: reactants, conditions, products, and yield The reactants are CNC(=S)OC[C@H]1NCC2=CC=CC=C2C1 ((S)-3-(N-Methyl-thiocarbamoyloxymethyl) -1,2,3,4-tetrahydroisoquinoline), C1(=CC=CC=C1)N=C=O (PhNCO). Solvent: ClCCl (dichloromethane). Run at time 24 hour. The product is CNC(=S)OC[C@H]1N(CC2=CC=CC=C2C1)C(=O)NC1=CC=CC=C1 ((S)-3-(N-Methyl-thiocarbamoyloxymethyl)-N-(anilinocarbonyl)-1,2,3,4-tetrahydroisoquinoline). Isolated yield 96.8%. RXN SMILES: [CH3:1][NH:2][C:3]([O:5][CH2:6][C@@H:7]1[CH2:16][C:15]2[C:10](=[CH:11][CH:12]=[CH:13][CH:14]=2)[CH2:9][NH:8]1)=[S:4].[C:17]1([N:23]=[C:24]=[O:25])[CH:22]=[CH:21][CH:20]=[CH:19][CH:18]=1>ClCCl>[CH3:1][NH:2][C:3]([O:5][CH2:6][C@@H:7]1[CH2:16][C:15]2[C:10](=[CH:11][CH:12]=[CH:13][CH:14]=2)[CH2:9][N:8]1[C:24]([NH:23][C:17]1[CH:22]=[CH:21][CH:20]=[CH:19][CH:18]=1)=[O:25])=[S:4]. Procedure details: (S)-3-(N-Methyl-thiocarbamoyloxymethyl) -1,2,3,4-tetrahydroisoquinoline (1.0 g, 4.94 mmol) dissolved in 20 mL dichloromethane was combined with PhNCO (1.0 g) and stirred for 24 h at rt. The reaction mixture was evaporated and the crude product was purified by column-chromatography (SiO2, hexanes:EtOAc=3:2) to provide the product as white solid (1.7 g). The yield is 55.4%. Reactants: C(C1=CC=CC=C1)(C1=CC=CC=C1)OC(=O)C1=C(CS[C@H]2N1C(C2NC(C(C=2N=C(SC2)NC(C2=CC=CC=C2)(C2=CC=CC=C2)C2=CC=CC=C2)=NOC(C)(C(=O)OC(C)(C)C)C)=O)=O)CCl (7-[2-(1-methyl-1-tert-butoxycarbonylethoxyimino)-2-(2-tritylaminothiazol-4-yl)acetamido]-3-chloromethyl-3-cephem-4-carboxylic acid benzhydryl ester), C(#N)C1=CC=C(C=O)C=C1 (4-cyanobenzaldehyde), C(O)([O-])=O.[Na+] (sodium hydrogen carbonate), [I-].[Na+] (sodium iodide), C1(=CC=CC=C1)P(C1=CC=CC=C1)C1=CC=CC=C1 (triphenylphosphine), NC=1SC=C(N1)C(C(=O)NC1[C@@H]2N(C(=C(CS2)C=CC2=C(C=C(C=C2)[N+](=O)[O-])[N+](=O)[O-])C(=O)O)C1=O)=NOC(C)(C)C(=O)O (7-[2-(2-aminothiazol-4-yl)-2-(1-carboxy-1-methylethoxyimino)acetamido]-3-(2,4-dinitrostyryl)-3-cephem-4-carboxylic acid). Procedure: 7-[2-(1-methyl-1-tert-butoxycarbonylethoxyimino)-2-(2-tritylaminothiazol-4-yl)acetamido]-3-chloromethyl-3-cephem-4-carboxylic acid benzhydryl ester (775 mg, 0.8 mmol), sodium iodide (120 mg, 0.8 mmol), triphenylphosphine (210 mg, 0.8 mmol), 4-cyanobenzaldehyde (428 mg, 3.2 mmol) and sodium hydrogen carbonate (200 mg, 2.4 mmol) were used to conduct the procedure similar to that shown in (1) of Example 1 to obtain 464 mg (yield: 55%) of 7-[2-(1-methyl-1-tert-butoxycarbonylethoxyimino)-2-(2-trityla... RXN SMILES: [CH:1]([O:14][C:15]([C:17]1[N:22]2[C:23](=[O:66])[CH:24]([NH:25][C:26](=[O:65])[C:27](=[N:53][O:54][C:55]([CH3:64])([C:57]([O:59][C:60]([CH3:63])([CH3:62])[CH3:61])=[O:58])[CH3:56])[C:28]3[N:29]=[C:30]([NH:33][C:34]([C:47]4[CH:52]=[CH:51][CH:50]=[CH:49][CH:48]=4)([C:41]4[CH:46]=[CH:45][CH:44]=[CH:43][CH:42]=4)[C:35]4[CH:40]=[CH:39][CH:38]=[CH:37][CH:36]=4)[S:31][CH:32]=3)[C@H:21]2[S:20][CH2:19][C:18]=1[CH2:67]Cl)=[O:16])([C:8]1[CH:13]=[CH:12][CH:11]=[CH:10][CH:9]=1)[C:2]1[CH:7]=[CH:6][CH:5]=[CH:4][CH:3]=1.[I-].[Na+].C1(P(C2C=CC=CC=2)C2C=CC=CC=2)C=CC=CC=1.[C:90]([C:92]1[CH:99]=[CH:98][C:95]([CH:96]=O)=[CH:94][CH:93]=1)#[N:91].C(=O)([O-])O.[Na+].NC1SC=C(C(=NOC(C(O)=O)(C)C)C(NC2C(=O)N3C(C(O)=O)=C(C=CC4C=CC([N+]([O-])=O)=CC=4[N+]([O-])=O)CS[C@H]23)=O)N=1>>[CH:1]([O:14][C:15]([C:17]1[N:22]2[C:23](=[O:66])[CH:24]([NH:25][C:26](=[O:65])[C:27](=[N:53][O:54][C:55]([CH3:64])([C:57]([O:59][C:60]([CH3:63])([CH3:62])[CH3:61])=[O:58])[CH3:56])[C:28]3[N:29]=[C:30]([NH:33][C:34]([C:47]4[CH:52]=[CH:51][CH:50]=[CH:49][CH:48]=4)([C:41]4[CH:46]=[CH:45][CH:44]=[CH:43][CH:42]=4)[C:35]4[CH:40]=[CH:39][CH:38]=[CH:37][CH:36]=4)[S:31][CH:32]=3)[C@H:21]2[S:20][CH2:19][C:18]=1[CH:67]=[CH:96][C:95]1[CH:98]=[CH:99][C:92]([C:90]#[N:91])=[CH:93][CH:94]=1)=[O:16])([C:8]1[CH:13]=[CH:12][CH:11]=[CH:10][CH:9]=1)[C:2]1[CH:7]=[CH:6][CH:5]=[CH:4][CH:3]=1 |f:1.2,5.6|. Product: C(C1=CC=CC=C1)(C1=CC=CC=C1)OC(=O)C1=C(CS[C@H]2N1C(C2NC(C(C=2N=C(SC2)NC(C2=CC=CC=C2)(C2=CC=CC=C2)C2=CC=CC=C2)=NOC(C)(C(=O)OC(C)(C)C)C)=O)=O)C=CC2=CC=C(C=C2)C#N (7-[2-(1-methyl-1-tert-butoxycarbonylethoxyimino)-2-(2-tritylaminothiazol-4-yl)acetamido]-3-(4-cyanostyryl)-3-cephem-4-carboxylic acid benzhydryl ester). Starting materials: ClC=1C=C(C#N)C=CC1CNC1=C(C(C1=O)=O)NC(CC)(C)C (3-chloro-4-{[2-(1,1-dimethyl-propylamino)-3,4-dioxo-cyclobut-1-enylamino]-methyl}-benzonitrile), [H-].[Na+] (sodium hydride), C(C)(=O)OC(C)=O (Acetic anhydride). Run in O1CCCC1 (tetrahydrofuran), CN(C=O)C (N,N-dimethylformamide). Conditions: time 15 minute. Yields the product ClC1=C(CN(C(C)=O)C2=C(C(C2=O)=O)NC(CC)(C)C)C=CC(=C1)C#N (N-(2-Chloro-4-cyano-benzyl)-N-[2-(1,1-dimethyl-propylamino)-3,4-dioxo-cyclobut-1-enyl)-acetamide). Yield: 54.9%. Reaction SMILES: [Cl:1][C:2]1[CH:3]=[C:4]([CH:7]=[CH:8][C:9]=1[CH2:10][NH:11][C:12]1[C:15](=[O:16])[C:14](=[O:17])[C:13]=1[NH:18][C:19]([CH3:23])([CH3:22])[CH2:20][CH3:21])[C:5]#[N:6].[H-].[Na+].[C:26](OC(=O)C)(=[O:28])[CH3:27]>O1CCCC1.CN(C)C=O>[Cl:1][C:2]1[CH:3]=[C:4]([C:5]#[N:6])[CH:7]=[CH:8][C:9]=1[CH2:10][N:11]([C:12]1[C:15](=[O:16])[C:14](=[O:17])[C:13]=1[NH:18][C:19]([CH3:22])([CH3:23])[CH2:20][CH3:21])[C:26](=[O:28])[CH3:27] |f:1.2|. Procedure: A solution of 3-chloro-4-{[2-(1,1-dimethyl-propylamino)-3,4-dioxo-cyclobut-1-enylamino]-methyl}-benzonitrile (0.829 g, 2.50 mmol, Example 76) in tetrahydrofuran (10 mL) and N,N-dimethylformamide (5 mL) was treated with sodium hydride (0.066 g, 2.75 mmol) and stirring was continued for 15 minutes. Acetic anhydride (0.281 g, 2.75 mmol) was added. After stirring 40 minutes at room temperature, solvent was removed and the residue was partitioned between ethyl acetate and brine, and the brine fractio... Reactants: CCOC(=O)c1sc(Br)nc1C, O=C([O-])O, Cc1[nH]c(C(=O)NC2CCNCC2)c(Cl)c1Cl, Cl, [Na+], CN(C)C=O, O. Product: CCOC(=O)c1sc(N2CCC(NC(=O)c3[nH]c(C)c(Cl)c3Cl)CC2)nc1C. RXN SMILES: [Br:19][c:20]1[s:21][c:22]([C:26](=[O:27])[O:28][CH2:29][CH3:30])[c:23]([CH3:25])[n:24]1.[C:31](=[O:32])([OH:33])[O-:34].[Cl:2][c:3]1[c:4]([C:10](=[O:11])[NH:12][CH:13]2[CH2:14][CH2:15][NH:16][CH2:17][CH2:18]2)[nH:5][c:6]([CH3:9])[c:7]1[Cl:8].[ClH:1].[Na+:35].[O:37]=[CH:38][N:39]([CH3:40])[CH3:41].[OH2:36]>>[Cl:2][c:3]1[c:4]([C:10](=[O:11])[NH:12][CH:13]2[CH2:14][CH2:15][N:16]([c:20]3[s:21][c:22]([C:26](=[O:27])[O:28][CH2:29][CH3:30])[c:23]([CH3:25])[n:24]3)[CH2:17][CH2:18]2)[nH:5][c:6]([CH3:9])[c:7]1[Cl:8]. Reactants: N1CC(C1)N1CCCC1 (1-azetidin-3-yl-pyrrolidine), CC=1NC2=CC=C(C=C2C1)NC1=C2C(=NC=C1)C=C(S2)C(=O)O (7-(2-methyl-1H-indol-5-ylamino)-thieno[3,2-b]pyridine-2-carboxylic acid). The product is CC=1NC2=CC=C(C=C2C1)NC1=C2C(=NC=C1)C=C(S2)C(=O)N2CC(C2)N2CCCC2 ([7-(2-Methyl-1H-indol-5-ylamino)-thieno[3,2-b]pyridin-2-yl]-(3-pyrrolidin-1-yl-azetidin-1-yl)-methanone). RXN SMILES: [NH:1]1[CH2:4][CH:3]([N:5]2[CH2:9][CH2:8][CH2:7][CH2:6]2)[CH2:2]1.[CH3:10][C:11]1[NH:12][C:13]2[C:18]([CH:19]=1)=[CH:17][C:16]([NH:20][C:21]1[CH:26]=[CH:25][N:24]=[C:23]3[CH:27]=[C:28]([C:30](O)=[O:31])[S:29][C:22]=13)=[CH:15][CH:14]=2>>[CH3:10][C:11]1[NH:12][C:13]2[C:18]([CH:19]=1)=[CH:17][C:16]([NH:20][C:21]1[CH:26]=[CH:25][N:24]=[C:23]3[CH:27]=[C:28]([C:30]([N:1]4[CH2:4][CH:3]([N:5]5[CH2:9][CH2:8][CH2:7][CH2:6]5)[CH2:2]4)=[O:31])[S:29][C:22]=13)=[CH:15][CH:14]=2. Reported procedure: The title compound was prepared from 1-azetidin-3-yl-pyrrolidine and 7-(2-methyl-1H-indol-5-ylamino)-thieno[3,2-b]pyridine-2-carboxylic acid by a procedure analogous to Example 21B. MS: 312 (MH+); HPLC Rf: 3.211 min; HPLC purity: 96%. Reactants: Cl (hydrochloric acid), OC1=C(C=C(C=O)C=C1)CO (4-hydroxy-3-(hydroxymethyl)benzaldehyde), C1(CCC2=CC=CC=C12)=O (indan-1-one), [OH-].[Na+] (sodium hydroxide). The solvent is O (water), C(C)O (ethanol). Run at time 16 hour. The product is OC1=C(C=C(C=C2C(C3=CC=CC=C3C2)=O)C=C1)CO (2-(4-hydroxy-3-(hydroxymethyl)benzylidene)-1-indan-one). RXN SMILES: [OH:1][C:2]1[CH:9]=[CH:8][C:5]([CH:6]=O)=[CH:4][C:3]=1[CH2:10][OH:11].[C:12]1(=[O:21])[C:20]2[C:15](=[CH:16][CH:17]=[CH:18][CH:19]=2)[CH2:14][CH2:13]1.[OH-].[Na+].Cl>O.C(O)C>[OH:1][C:2]1[CH:9]=[CH:8][C:5]([CH:6]=[C:13]2[CH2:14][C:15]3[C:20](=[CH:19][CH:18]=[CH:17][CH:16]=3)[C:12]2=[O:21])=[CH:4][C:3]=1[CH2:10][OH:11] |f:2.3|. Procedure: A mixture of 4-hydroxy-3-(hydroxymethyl)benzaldehyde (1.08 g), indan-1-one (0.94 g), ethanol (30 ml) and 5M aqueous sodium hydroxide solution (1.6 ml) was boiled under reflux for 6.5 hours. The mixture was cooled to ambient temperature and allowed to stand at that temperature for 16 hours. The mixture was diluted with water (45 ml) and then with 5M hydrochloric acid (1.6 ml) which was added with cooling. The precipitate formed was collected by filtration, washed with water and dried to give 2-(4...